describe an organic reaction: reactants, conditions, products, and yield From a dataset of the Open Reaction Database (ORD), a public repository of structured organic reaction records. Starting materials: BrCc1ccccc1, COc1cc(C(=O)C=Cc2c[nH]c3ccccc23)cc(OC)c1OC. Product: COc1cc(C(=O)C=Cc2cn(Cc3ccccc3)c3ccccc23)cc(OC)c1OC. Reaction SMILES: [Br:26][CH2:27][c:28]1[cH:29][cH:30][cH:31][cH:32][cH:33]1.[nH:1]1[cH:2][c:3]([CH:10]=[CH:11][C:12](=[O:13])[c:14]2[cH:15][c:16]([O:24][CH3:25])[c:17]([O:22][CH3:23])[c:18]([O:20][CH3:21])[cH:19]2)[c:4]2[cH:5][cH:6][cH:7][cH:8][c:9]12>>[n:1]1([CH2:27][c:28]2[cH:29][cH:30][cH:31][cH:32][cH:33]2)[cH:2][c:3]([CH:10]=[CH:11][C:12](=[O:13])[c:14]2[cH:15][c:16]([O:24][CH3:25])[c:17]([O:22][CH3:23])[c:18]([O:20][CH3:21])[cH:19]2)[c:4]2[cH:5][cH:6][cH:7][cH:8][c:9]12. Reactants: ClC(C)OC(=O)Cl (1-Chloroethylchloroformate), C(C1=CC=CC=C1)N1C(C2CN(CC2C1=O)CC1=CC=CC=C1)=O (2,5-Dibenzyltetrahydropyrrolo[3,4-c]pyrrole-1,3-dione). Solvent: ClCCl (dichloromethane). Product: C(C1=CC=CC=C1)N1C(C2CNCC2C1=O)=O (2-Benzyltetrahydropyrrolo[3,4-c]pyrrole-1,3-dione). The yield is 90.1%. Reaction SMILES: ClC(OC(Cl)=O)C.[CH2:8]([N:15]1[C:22](=[O:23])[CH:21]2[CH:17]([CH2:18][N:19](CC3C=CC=CC=3)[CH2:20]2)[C:16]1=[O:31])[C:9]1[CH:14]=[CH:13][CH:12]=[CH:11][CH:10]=1>ClCCl>[CH2:8]([N:15]1[C:16](=[O:31])[CH:17]2[CH:21]([CH2:20][NH:19][CH2:18]2)[C:22]1=[O:23])[C:9]1[CH:10]=[CH:11][CH:12]=[CH:13][CH:14]=1. Reported procedure: 1-Chloroethylchloroformate (3.24 mL) was added dropwise to a solution of compound 1 (5.22 g) in dichloromethane (75 mL) at 0° C. The solution was then heated to reflux for 3 hours, cooled to room temperature and concentrated in vacuo. The residue was then dissolved in methanol (75 mL) and heated to reflux for another 3 hours. The mixture was cooled to 0° C. and ether (200 mL) was added. Filtration afforded the title compound 2 as a white solid (3.38 g, 90%). LCMS: Rf: 0.380 min, M+H+: 231. Yields the product ClC1=CC(=C(O[C@H](C(=O)OC(C)(C)C)C)C=C1)B1OC(C(O1)(C)C)(C)C (1,1-Dimethylethyl 2-[4-Chloro-2-(4,4,5,5-tetramethyl-1,3,2-dioxaborolan-2-yl)phenoxy]-(2S)-propanoate). RXN SMILES: [Cl:1][C:2]1[CH:7]=[CH:6][C:5]([OH:8])=[C:4]([B:9]2[O:13][C:12]([CH3:15])([CH3:14])[C:11]([CH3:17])([CH3:16])[O:10]2)[CH:3]=1.[C:18]([O:23][C:24]([CH3:27])([CH3:26])[CH3:25])(=[O:22])[C@@H:19]([CH3:21])O>>[Cl:1][C:2]1[CH:7]=[CH:6][C:5]([O:8][C@@H:19]([CH3:21])[C:18]([O:23][C:24]([CH3:27])([CH3:26])[CH3:25])=[O:22])=[C:4]([B:9]2[O:13][C:12]([CH3:15])([CH3:14])[C:11]([CH3:17])([CH3:16])[O:10]2)[CH:3]=1. Starting materials: ClC1=CC(=C(C=C1)O)B1OC(C(O1)(C)C)(C)C (4-Chloro-2-(4,4,5,5-tetramethyl-1,3,2-dioxaborolan-2-yl)phenol), C([C@H](O)C)(=O)OC(C)(C)C (tert-butyl (R)-(+) lactate). Procedure details: The subtitle compound was prepared by the method of Example 2 step a) using the product from step e) and tert-butyl (R)-(+) lactate. The reactants are C(CC)[C@]12C(CC[C@H]2C2=C(CC1)C=1C=CC(=CC1CC2)OC)=O (13β-propyl-3-methoxygona-1,3,5(10),8-tetraen-17-one), [BH4-].[Na+] (sodium borohydride). Solvent: CO (methanol). Reaction conditions: time 30 minute. The product is C(CC)[C@]12[C@H](CC[C@H]2C2=C(CC1)C=1C=CC(=CC1CC2)OC)O (13β-Propyl-3-methoxygona-1,3,5(10),8-tetraen-17β-ol). As a reaction SMILES: [CH2:1]([C@:4]12[CH2:12][CH2:11][C:10]3[C:13]4[CH:14]=[CH:15][C:16]([O:21][CH3:22])=[CH:17][C:18]=4[CH2:19][CH2:20][C:9]=3[C@@H:8]1[CH2:7][CH2:6][C:5]2=[O:23])[CH2:2][CH3:3].[BH4-].[Na+]>CO>[CH2:1]([C@:4]12[CH2:12][CH2:11][C:10]3[C:13]4[CH:14]=[CH:15][C:16]([O:21][CH3:22])=[CH:17][C:18]=4[CH2:19][CH2:20][C:9]=3[C@@H:8]1[CH2:7][CH2:6][C@@H:5]2[OH:23])[CH2:2][CH3:3] |f:1.2|. Procedure details: Add 13β-propyl-3-methoxygona-1,3,5(10),8-tetraen-17-one (3.5 g.) to a solution of sodium borohydride (1.16 g.) in methanol (120 cc.). Heat the reaction mixture to reflux with stirring for 30 minutes. Concentrate the resulting solution, adjust its pH to 6 with aqueous acetic acid and filter off the resulting white precipitate which is the title product, (3.1 g.), m.p. 134°-8°; ultra-violet absorption peak at 278 mμ (ε15,350); infrared showed a band due to hydroxyl but no ketone present. The reactants are Cc1ccc(NC(=O)OC(C)(C)C)cc1N, Cc1ccccc1, Clc1ncccc1-c1ccncn1, [K+], [K+], O=C([O-])[O-], CC(=O)[O-], CC(=O)[O-], [Pd+2]. Product: Cc1ccc(NC(=O)OC(C)(C)C)cc1Nc1ncccc1-c1ccncn1. Reaction SMILES: [C:14]([CH3:15])([CH3:16])([CH3:17])[O:18][C:19]([NH:20][c:21]1[cH:22][c:23]([NH2:28])[c:24]([CH3:27])[cH:25][cH:26]1)=[O:29].[CH3:36][c:37]1[cH:38][cH:39][cH:40][cH:41][cH:42]1.[Cl:1][c:2]1[n:3][cH:4][cH:5][cH:6][c:7]1-[c:8]1[n:9][cH:10][n:11][cH:12][cH:13]1.[K+:30].[K+:31].[O-:32][C:33]([O-:34])=[O:35].[O-:44][C:45]([CH3:46])=[O:47].[O-:48][C:49]([CH3:50])=[O:51].[Pd+2:43]>>[c:2]1([NH:28][c:23]2[cH:22][c:21]([NH:20][C:19]([O:18][C:14]([CH3:15])([CH3:16])[CH3:17])=[O:29])[cH:26][cH:25][c:24]2[CH3:27])[n:3][cH:4][cH:5][cH:6][c:7]1-[c:8]1[n:9][cH:10][n:11][cH:12][cH:13]1. Starting materials: ClC1=C(OC=2C(=NC=CC2)C2(N=C(SC2)N)C)C(=CC=C1)Cl (4-(2,6-dichlorophenoxypyridin-2-yl)-4-methylthiazol-2-amine), P(=O)([O-])([O-])[O-].[K+].[K+].[K+] (potassium phosphate), C1(=CC=CC=C1)P(C1=CC=CC=2C(C3=CC=CC(=C3OC12)P(C1=CC=CC=C1)C1=CC=CC=C1)(C)C)C1=CC=CC=C1 (4,5-bis(diphenylphosphino)-9,9-dimethyl-9H-xanthene), CC=1N=C(SC1)N (4-methylthiazol-2-amine), ClC1=NC=CC(=C1)OC1=C(C=CC=C1F)F (2-chloro-4-(2,6-difluorophenoxy)pyridine). Reagents/catalysts: C=1C=CC(=CC1)/C=C/C(=O)/C=C/C2=CC=CC=C2.C=1C=CC(=CC1)/C=C/C(=O)/C=C/C2=CC=CC=C2.C=1C=CC(=CC1)/C=C/C(=O)/C=C/C2=CC=CC=C2.[Pd].[Pd] (Pd2(dba)3). Yields the product ClC1=C(OC2=CC(=NC=C2)NC=2SC=C(N2)C)C(=CC=C1)Cl (N-(4-(2,6-dichlorophenoxy)pyridin-2-yl)-4-methylthiazol-2-amine). Isolated yield 50.0%. RXN SMILES: [Cl:1][C:2]1[CH:21]=[CH:20][CH:19]=[C:18]([Cl:22])[C:3]=1[O:4][C:5]1[C:6]([C:11]2(C)CS[C:13](N)=[N:12]2)=NC=C[CH:10]=1.[CH3:23][C:24]1[N:25]=[C:26]([NH2:29])[S:27][CH:28]=1.ClC1C=C(OC2C(F)=CC=CC=2F)C=CN=1.P([O-])([O-])([O-])=O.[K+].[K+].[K+].C1(P(C2C=CC=CC=2)C2C3OC4C(=CC=CC=4P(C4C=CC=CC=4)C4C=CC=CC=4)C(C)(C)C=3C=CC=2)C=CC=CC=1>C1C=CC(/C=C/C(/C=C/C2C=CC=CC=2)=O)=CC=1.C1C=CC(/C=C/C(/C=C/C2C=CC=CC=2)=O)=CC=1.C1C=CC(/C=C/C(/C=C/C2C=CC=CC=2)=O)=CC=1.[Pd].[Pd]>[Cl:22][C:18]1[CH:19]=[CH:20][CH:21]=[C:2]([Cl:1])[C:3]=1[O:4][C:5]1[CH:10]=[CH:13][N:12]=[C:11]([NH:29][C:26]2[S:27][CH:28]=[C:24]([CH3:23])[N:25]=2)[CH:6]=1 |f:3.4.5.6,8.9.10.11.12|. Procedure details: Preparation of N-(4-(2,6-dichlorophenoxypyridin-2-yl)-4-methylthiazol-2-amine: Using the method of Example 3, Step B, 4-methylthiazol-2-amine (0.291 g, 2.55 mmol), 2-chloro-4-(2,6-difluorophenoxy)pyridine (0.700 g, 2.55 mmol), potassium phosphate (0.595 g, 2.80 mmol), Pd2(dba)3 (0.117 g, 0.127 mmol), and 4,5-bis(diphenylphosphino)-9,9-dimethyl-9H-xanthene (0.074 g, 0.127 mmol) were reacted to provide N-(4-(2,6-dichlorophenoxy)pyridin-2-yl)-4-methylthiazol-2-amine (0.450 g, 50% yield). 1H NMR (d-...